From a dataset of the Open Reaction Database (ORD), a public repository of structured organic reaction records. describe an organic reaction: reactants, conditions, products, and yield Reactants: [BH4-], C1CCOC1, CO, CC1(C)C(=O)CC(c2cc(F)cc(F)c2)NC1=O, [Na+]. The product is CC1(C)C(=O)NC(c2cc(F)cc(F)c2)CC1O. RXN SMILES: [BH4-:19].[CH2:21]1[O:22][CH2:23][CH2:24][CH2:25]1.[CH3:26][OH:27].[F:1][c:2]1[cH:3][c:4]([CH:9]2[CH2:10][C:11](=[O:18])[C:12]([CH3:16])([CH3:17])[C:13](=[O:15])[NH:14]2)[cH:5][c:6]([F:8])[cH:7]1.[Na+:20]>>[F:1][c:2]1[cH:3][c:4]([CH:9]2[CH2:10][CH:11]([OH:18])[C:12]([CH3:16])([CH3:17])[C:13](=[O:15])[NH:14]2)[cH:5][c:6]([F:8])[cH:7]1. The reactants are NC=1NC2=C(N1)C=CC=C2 (2-aminobenzimidazole), C(C)N=C=O (ethyl isocyanate), CC(=O)C (acetone). The product is CC1(NC2=NC3=C(N2C(N1CC)=O)C=CC=C3)C (1,2-Dihydro-2,2-dimethyl-3-ethyl-1,3,5-triazino[1,2-a]benzimidazol-4(3H)-one), 10-N-methylcarbamoyl. RXN SMILES: [NH2:1][C:2]1[NH:3][C:4]2[CH:10]=[CH:9][CH:8]=[CH:7][C:5]=2[N:6]=1.[CH2:11]([N:13]=[C:14]=[O:15])[CH3:12].[CH3:16][C:17]([CH3:19])=O>>[CH3:16][C:17]1([CH3:19])[N:13]([CH2:11][CH3:12])[C:14](=[O:15])[N:6]2[C:2](=[N:3][C:4]3[CH:10]=[CH:9][CH:8]=[CH:7][C:5]=32)[NH:1]1. Procedure details: The title compound was prepared from 2-aminobenzimidazole, acetone and ethyl isocyanate by the procedure described in the first paragraph of Example 1. In this preparation, a 10-N-methylcarbamoyl derivative was not isolated and the subject compound was recovered from the Soxhlet extraction and recrystallized from acetone to give a solid, mp above 300° C. (dec). The confirmatory elemental analysis is shown in Table III. The reactants are CCOC(=O)CC(C)(C)C(Br)CC(Cl)(Cl)Cl, CC[O-], [Na+], C1CCOC1, O. Yields the product CCOC(=O)CC(C)(C)C=CC(Cl)(Cl)Cl. As a reaction SMILES: [Br:1][CH:2]([C:3]([CH2:4][C:5](=[O:6])[O:7][CH2:8][CH3:9])([CH3:10])[CH3:11])[CH2:12][C:13]([Cl:14])([Cl:15])[Cl:16].[CH3:18][CH2:19][O-:20].[Na+:17].[O:22]1[CH2:23][CH2:24][CH2:25][CH2:26]1.[OH2:21]>>[CH:2]([C:3]([CH2:4][C:5](=[O:6])[O:7][CH2:8][CH3:9])([CH3:10])[CH3:11])=[CH:12][C:13]([Cl:14])([Cl:15])[Cl:16]. Reactants: COc1ccc(P2(=S)SP(=S)(c3ccc(OC)cc3)S2)cc1, CN(c1ccc(Cl)c2cc(C(N)=O)[nH]c12)S(=O)(=O)c1cccs1, C1CCOC1. Yields the product CN(c1ccc(Cl)c2cc(C(N)=S)[nH]c12)S(=O)(=O)c1cccs1. Reaction SMILES: [CH3:24][O:25][c:26]1[cH:27][cH:28][c:29]([P:30]2(=[S:33])[S:31][P:32]([c:34]3[cH:35][cH:36][c:37]([O:38][CH3:39])[cH:40][cH:41]3)(=[S:42])[S:43]2)[cH:44][cH:45]1.[Cl:1][c:2]1[c:3]2[cH:4][c:5]([C:21](=[O:22])[NH2:23])[nH:6][c:7]2[c:8]([N:11]([S:12](=[O:13])(=[O:14])[c:15]2[s:16][cH:17][cH:18][cH:19]2)[CH3:20])[cH:9][cH:10]1.[O:46]1[CH2:47][CH2:48][CH2:49][CH2:50]1>>[Cl:1][c:2]1[c:3]2[cH:4][c:5]([C:21]([NH2:23])=[S:33])[nH:6][c:7]2[c:8]([N:11]([S:12](=[O:13])(=[O:14])[c:15]2[s:16][cH:17][cH:18][cH:19]2)[CH3:20])[cH:9][cH:10]1.